This data is from the Open Reaction Database (ORD), a public repository of structured organic reaction records. The task is: describe an organic reaction: reactants, conditions, products, and yield Yield: 48.0%. The product is BrC1=CC=C2C=3C=CC(=CC3C(C2=C1)(CC=C)CC=C)N(C1=CC=CC=C1)C1=CC=CC=C1 ((7-Bromo-9,9-diprop-2-enylfluoren-2-yl)diphenylamine). Reaction SMILES: [Br:1][C:2]1[CH:14]=[CH:13][C:12]2C3C(=CC(Br)=CC=3)[C:5]([CH2:19][CH:20]=[CH2:21])([CH2:16][CH:17]=[CH2:18])[C:4]=2[CH:3]=1.[C:22]1([NH:28][C:29]2[CH:34]=[CH:33][CH:32]=[CH:31][CH:30]=2)[CH:27]=[CH:26][CH:25]=[CH:24][CH:23]=1>C1(C)C=CC=CC=1.O.C1C=CC(/C=C/C(/C=C/C2C=CC=CC=2)=O)=CC=1.C1C=CC(/C=C/C(/C=C/C2C=CC=CC=2)=O)=CC=1.[Pd].C1(P([C-]2C=CC=C2)C2C=CC=CC=2)C=CC=CC=1.[C-]1(P(C2C=CC=CC=2)C2C=CC=CC=2)C=CC=C1.[Fe+2]>[Br:1][C:2]1[CH:3]=[C:4]2[C:12]([C:32]3[CH:33]=[CH:34][C:29]([N:28]([C:2]4[CH:14]=[CH:13][CH:12]=[CH:4][CH:3]=4)[C:22]4[CH:23]=[CH:24][CH:25]=[CH:26][CH:27]=4)=[CH:30][C:31]=3[C:5]2([CH2:19][CH:20]=[CH2:21])[CH2:16][CH:17]=[CH2:18])=[CH:13][CH:14]=1 |f:4.5.6,7.8.9|. The solvent is C1(=CC=CC=C1)C (toluene), O (water), C1(=CC=CC=C1)C (toluene). Procedure: A mixture of 2,7 dibromo-9,9-diprop-2-enylfluorene (40.4 g, 0.1 mol), diphenylamine (8.5 g, 0.05 mol), bis(dibenzylideneacetone)palladium(0) (0.3 g, 0.522 mmol), bis(diphenylphosphino)ferrocene (0.32 g, 0.57 mmol) sodium t-butoxide (5.6 g, 0.058 mol) and toluene (350 mL) was heated at 93° C. for 18 hours under nitrogen, and cooled. The mixture was diluted with toluene and water, and the toluene phase was dried and concentrated. The residue was chromatographed over 850 g of alumina. Elution with ... The reagents and catalysts are C=1C=CC(=CC1)/C=C/C(=O)/C=C/C2=CC=CC=C2.C=1C=CC(=CC1)/C=C/C(=O)/C=C/C2=CC=CC=C2.[Pd] (bis(dibenzylideneacetone)palladium(0)), C1(=CC=CC=C1)P(C1=CC=CC=C1)[C-]1C=CC=C1.[C-]1(C=CC=C1)P(C1=CC=CC=C1)C1=CC=CC=C1.[Fe+2] (bis(diphenylphosphino)ferrocene). Conditions: temperature 93 celsius. Starting materials: BrC1=CC=2C(C3=CC(=CC=C3C2C=C1)Br)(CC=C)CC=C (2,7 dibromo-9,9-diprop-2-enylfluorene), C1(=CC=CC=C1)NC1=CC=CC=C1 (diphenylamine). Starting materials: ClC1=NN2C(C(=CC=C2)NCC=2C=NC=CC2)=N1 ((2-chloro-[1,2,4]triazolo[1,5-a]pyridin-8-yl)-pyridin-3-ylmethyl-amine), N1(CCCC1)CCOC1=CC=C(C=C1)N (4-(2-pyrrolidin-1-yl-ethoxy)-phenylamine), C1(CCCCC1)P(C1=C(C=CC=C1)C1=C(C=CC=C1)P(C1CCCCC1)C1CCCCC1)C1CCCCC1 (2,2′-bis-dicyclohexylphosphanyl-biphenyl). The product is N1=CC(=CC=C1)CNC=1C=2N(C=CC1)N=C(N2)NC2=CC=C(C=C2)OCCN2CCCC2 (N(8)-Pyridin-3-ylmethyl-N(2)-[4-(2-pyrrolidin-1-yl-ethoxy)-phenyl]-[1,2,4]triazolo[1,5-a]pyridine-2,8-diamine), foam. The yield is 25.0%. RXN SMILES: Cl[C:2]1[N:18]=[C:5]2[C:6]([NH:10][CH2:11][C:12]3[CH:13]=[N:14][CH:15]=[CH:16][CH:17]=3)=[CH:7][CH:8]=[CH:9][N:4]2[N:3]=1.[N:19]1([CH2:24][CH2:25][O:26][C:27]2[CH:32]=[CH:31][C:30]([NH2:33])=[CH:29][CH:28]=2)[CH2:23][CH2:22][CH2:21][CH2:20]1.C1(P(C2CCCCC2)C2C=CC=CC=2C2C=CC=CC=2P(C2CCCCC2)C2CCCCC2)CCCCC1>>[N:14]1[CH:15]=[CH:16][CH:17]=[C:12]([CH2:11][NH:10][C:6]2[C:5]3[N:4]([N:3]=[C:2]([NH:33][C:30]4[CH:31]=[CH:32][C:27]([O:26][CH2:25][CH2:24][N:19]5[CH2:23][CH2:22][CH2:21][CH2:20]5)=[CH:28][CH:29]=4)[N:18]=3)[CH:9]=[CH:8][CH:7]=2)[CH:13]=1. Reported procedure: N(8)-Pyridin-3-ylmethyl-N(2)-[4-(2-pyrrolidin-1-yl-ethoxy)-phenyl]-[1,2,4]triazolo[1,5-a]pyridine-2,8-diamine was prepared from (2-chloro-[1,2,4]triazolo[1,5-a]pyridin-8-yl)-pyridin-3-ylmethyl-amine (75.0 mg, 0.289 mmol) and 4-(2-pyrrolidin-1-yl-ethoxy)-phenylamine (67.0 mg, 0.325 mmol) with 2,2′-bis-dicyclohexylphosphanyl-biphenyl (33.0 mg, 0.0604 mmol) as the ligand in a manner analogous to Example 2d. Product isolated as a yellow foam (0.031 g, 25%). 1H NMR (400 MHz, CDCl3, δ, ppm): 8.67 (s, ... The reactants are ClC1CC2=C(SC3=C1C=C(C=C3)F)C=C(C=C2)C(F)(F)F (10-chloro-8-fluoro-10,11-dihydro-3-trifluoromethyl-dibenzo[b,f]thiepin), N1(CCNCC1)CCN1C(OCC1)=O (3-[2-(1-piperazinyl)-ethyl]-2-oxazolidinone), [OH-].[Na+] (sodium hydroxide). Product: FC=1C=CC2=C(C(CC3=C(S2)C=C(C=C3)C(F)(F)F)N3CCN(CC3)CCN3C(OCC3)=O)C1 (3-{2-[4-(8-fluoro-10,11-dihydro-3-trifluoromethyl-dibenzo[b,f]thiepin-10-yl)-1-piperazinyl]-ethyl}-2-oxazolidinone). RXN SMILES: Cl[CH:2]1[C:8]2[CH:9]=[C:10]([F:13])[CH:11]=[CH:12][C:7]=2[S:6][C:5]2[CH:14]=[C:15]([C:18]([F:21])([F:20])[F:19])[CH:16]=[CH:17][C:4]=2[CH2:3]1.[N:22]1([CH2:28][CH2:29][N:30]2[CH2:34][CH2:33][O:32][C:31]2=[O:35])[CH2:27][CH2:26][NH:25][CH2:24][CH2:23]1.[OH-].[Na+]>>[F:13][C:10]1[CH:11]=[CH:12][C:7]2[S:6][C:5]3[CH:14]=[C:15]([C:18]([F:21])([F:20])[F:19])[CH:16]=[CH:17][C:4]=3[CH2:3][CH:2]([N:25]3[CH2:26][CH2:27][N:22]([CH2:28][CH2:29][N:30]4[CH2:34][CH2:33][O:32][C:31]4=[O:35])[CH2:23][CH2:24]3)[C:8]=2[CH:9]=1 |f:2.3|. Procedure: 11.6 G. of 10-chloro-8-fluoro-10,11-dihydro-3-trifluoromethyl-dibenzo[b,f]thiepin are treated with 27.8 g. of 3-[2-(1-piperazinyl)-ethyl]-2-oxazolidinone and stirred at 115°-120° C. for 10 minutes. The mixture is cooled and treated with 2N sodium hydroxide. The product separating as an oil is extracted with ether. The organic solution is washed to neutrality with water and shaken out with a dilute, aqueous methanesulfonic acid solution. The aqueous solution is made alkaline with sodium hydroxide... Reactants: COC(=O)C(N)C(C)O, CSC1=Nc2ccc(Cl)cc2C(c2ccccc2F)=NC1, Cl, c1ccncc1. The product is COC(=O)C(NC1=Nc2ccc(Cl)cc2C(c2ccccc2F)=NC1)C(C)O. Reaction SMILES: [CH3:23][O:24][C:25]([CH:26]([NH2:27])[CH:28]([OH:29])[CH3:30])=[O:31].[Cl:1][c:2]1[cH:3][cH:4][c:5]2[c:6]([cH:21]1)[C:7]([c:14]1[c:15]([F:20])[cH:16][cH:17][cH:18][cH:19]1)=[N:8][CH2:9][C:10]([S:12][CH3:13])=[N:11]2.[ClH:22].[cH:32]1[cH:33][cH:34][n:35][cH:36][cH:37]1>>[Cl:1][c:2]1[cH:3][cH:4][c:5]2[c:6]([cH:21]1)[C:7]([c:14]1[c:15]([F:20])[cH:16][cH:17][cH:18][cH:19]1)=[N:8][CH2:9][C:10]([NH:27][CH:26]([C:25]([O:24][CH3:23])=[O:31])[CH:28]([OH:29])[CH3:30])=[N:11]2. The product is CC(c1c(Cl)ccc(F)c1Cl)c1c[nH]c2ncc(C3=CCN(C=O)CC3)cc12. RXN SMILES: [B-:30]([F:31])([F:32])([F:33])[F:34].[CH:27](=[O:28])[OH:29].[CH:52]([N:53]([CH2:54][CH3:55])[CH:56]([CH3:57])[CH3:58])([CH3:59])[CH3:60].[Cl:1][c:2]1[c:3]([CH:10]([CH3:11])[c:12]2[cH:13][nH:14][c:15]3[n:16][cH:17][c:18]([C:21]4=[CH:26][CH2:25][NH:24][CH2:23][CH2:22]4)[cH:19][c:20]23)[c:4]([Cl:9])[cH:5][cH:6][c:7]1[F:8].[Cl:61][CH2:62][Cl:63].[n:35]1([O:36][C:37]([N:38]([CH3:39])[CH3:40])=[N+:41]([CH3:42])[CH3:43])[c:44]2[cH:45][cH:46][cH:47][cH:48][c:49]2[n:50][n:51]1>>[Cl:1][c:2]1[c:3]([CH:10]([CH3:11])[c:12]2[cH:13][nH:14][c:15]3[n:16][cH:17][c:18]([C:21]4=[CH:26][CH2:25][N:24]([CH:27]=[O:28])[CH2:23][CH2:22]4)[cH:19][c:20]23)[c:4]([Cl:9])[cH:5][cH:6][c:7]1[F:8]. Reactants: F[B-](F)(F)F, O=CO, CCN(C(C)C)C(C)C, CC(c1c(Cl)ccc(F)c1Cl)c1c[nH]c2ncc(C3=CCNCC3)cc12, ClCCl, CN(C)C(On1nnc2ccccc21)=[N+](C)C. The reactants are [Al], CC(C=O)Nc1nc(Cl)ncc1Br, CCOCC, CSC, [Cl-], [Cu]Br, [Li]C, [NH4+]. The product is CC(O)C(C)Nc1nc(Cl)ncc1Br. RXN SMILES: [Al:16].[Br:3][c:4]1[c:5]([NH:11][CH:12]([CH:13]=[O:14])[CH3:15])[n:6][c:7]([Cl:10])[n:8][cH:9]1.[CH3:19][CH2:20][O:21][CH2:22][CH3:23].[CH3:24][S:25][CH3:26].[Cl-:17].[Cu:27][Br:28].[Li:1][CH3:2].[NH4+:18]>>[CH3:2][CH:13]([CH:12]([NH:11][c:5]1[c:4]([Br:3])[cH:9][n:8][c:7]([Cl:10])[n:6]1)[CH3:15])[OH:14]. Reactants: N#CC1(c2cccc(C(=O)Nc3cccc(Oc4ccc([N+](=O)[O-])cc4)c3)c2)CC1, C, CO, C1CCOC1, [Pd]. The product is N#CC1(c2cccc(C(=O)Nc3cccc(Oc4ccc(N)cc4)c3)c2)CC1. Reaction SMILES: [C:1](#[N:2])[C:3]1([c:6]2[cH:7][c:8]([C:9](=[O:10])[NH:11][c:12]3[cH:13][c:14]([O:18][c:19]4[cH:20][cH:21][c:22]([N+:25]([O-:26])=[O:27])[cH:23][cH:24]4)[cH:15][cH:16][cH:17]3)[cH:28][cH:29][cH:30]2)[CH2:4][CH2:5]1.[C:36].[CH3:38][OH:39].[O:31]1[CH2:32][CH2:33][CH2:34][CH2:35]1.[Pd:37]>>[C:1](#[N:2])[C:3]1([c:6]2[cH:7][c:8]([C:9](=[O:10])[NH:11][c:12]3[cH:13][c:14]([O:18][c:19]4[cH:20][cH:21][c:22]([NH2:25])[cH:23][cH:24]4)[cH:15][cH:16][cH:17]3)[cH:28][cH:29][cH:30]2)[CH2:4][CH2:5]1. Starting materials: C(C)(=O)N1C(CCC1C(C)=O)=O (1,5-Diacetylpyrrolidin-2-one), C(C)(=O)OCC (ethyl acetate), C(C)(=O)N1C(CCC1C(C)=O)=O (1,5-diacetylpyrrolidin-2-one). Reagents/catalysts: [Pt](=O)=O (platinum dioxide), [Pt](=O)=O (platinum dioxide). The solvent is C(C)(=O)O (acetic acid). Run at time 17 hour. Yields the product C(C)(=O)OC(C)C1CCC(N1)=O (5-(1-acetoxyethyl)pyrrolidin-2-one). The yield is 46.0%. RXN SMILES: C([N:4]1[CH:8]([C:9](=[O:11])[CH3:10])[CH2:7][CH2:6][C:5]1=[O:12])(=O)C.[C:13](OCC)(=[O:15])[CH3:14]>C(O)(=O)C.[Pt](=O)=O>[C:13]([O:11][CH:9]([CH:8]1[NH:4][C:5](=[O:12])[CH2:6][CH2:7]1)[CH3:10])(=[O:15])[CH3:14]. Procedure details: 1,5-Diacetylpyrrolidin-2-one (10.6 g) is hydrogenated at 875 psi at 100° C. over 0.5 g of platinum dioxide in 50 ml of ethyl acetate. The conversion after about 17 hours is about 40 percent. The mixture is freed of the catalyst and solvent and is then hydrogenated again in 50 ml of acetic acid over 1.0 g of platinum dioxide for about 19 hours. The conversion is now about 50 percent by nuclear magnetic resonance analysis. This product mixture is distilled at 0.15 mm Hg to give 5.35 g (50 percent)... The reactants are O=C([O-])[O-], CCOC(C)=O, ClCCN1CCCC1, Cl, [K+], [K+], CN(C)C=O, COc1cc2c(Oc3ccccc3)ncnc2cc1O. Product: COc1cc2c(Oc3ccccc3)ncnc2cc1OCCN1CCCC1. RXN SMILES: [C:30](=[O:31])([O-:32])[O-:33].[CH3:36][CH2:37][O:38][C:39](=[O:40])[CH3:41].[Cl:2][CH2:3][CH2:4][N:5]1[CH2:6][CH2:7][CH2:8][CH2:9]1.[ClH:1].[K+:34].[K+:35].[O:42]=[CH:43][N:44]([CH3:45])[CH3:46].[OH:10][c:11]1[c:12]([O:28][CH3:29])[cH:13][c:14]2[c:15]([O:21][c:22]3[cH:23][cH:24][cH:25][cH:26][cH:27]3)[n:16][cH:17][n:18][c:19]2[cH:20]1>>[CH2:3]([CH2:4][N:5]1[CH2:6][CH2:7][CH2:8][CH2:9]1)[O:10][c:11]1[c:12]([O:28][CH3:29])[cH:13][c:14]2[c:15]([O:21][c:22]3[cH:23][cH:24][cH:25][cH:26][cH:27]3)[n:16][cH:17][n:18][c:19]2[cH:20]1. Starting materials: CN1CCCC1=O, CO, NC1CCC(N)CC1, O=C(Nc1ccncc1)c1cnc2c(Nc3ccncn3)cc(Cl)nn12. The product is NC1CCC(Nc2cc(Nc3ccncn3)c3ncc(C(=O)Nc4ccncc4)n3n2)CC1. RXN SMILES: [CH3:35][N:36]1[CH2:37][CH2:38][CH2:39][C:40]1=[O:41].[CH3:42][OH:43].[CH:27]1([NH2:34])[CH2:28][CH2:29][CH:30]([NH2:33])[CH2:31][CH2:32]1.[Cl:1][c:2]1[cH:3][c:4]([NH:20][c:21]2[n:22][cH:23][n:24][cH:25][cH:26]2)[c:5]2[n:6]([n:7]1)[c:8]([C:11](=[O:12])[NH:13][c:14]1[cH:15][cH:16][n:17][cH:18][cH:19]1)[cH:9][n:10]2>>[c:2]1([NH:34][CH:27]2[CH2:28][CH2:29][CH:30]([NH2:33])[CH2:31][CH2:32]2)[cH:3][c:4]([NH:20][c:21]2[n:22][cH:23][n:24][cH:25][cH:26]2)[c:5]2[n:6]([n:7]1)[c:8]([C:11](=[O:12])[NH:13][c:14]1[cH:15][cH:16][n:17][cH:18][cH:19]1)[cH:9][n:10]2.